Dataset: the Open Reaction Database (ORD), a public repository of structured organic reaction records. Task: describe an organic reaction: reactants, conditions, products, and yield Reactants: O(C1=CC=CC=C1)CCCCl (3-phenoxy-1-chloro-propane), [I-].[Na+] (sodium iodide), N1CCNCC1 (piperazine). Solvent: C(C)C(=O)C (methyl ethyl ketone). The product is O(C1=CC=CC=C1)CCCN1CCNCC1 (N-(3-phenoxy-1-propyl)piperazine). RXN SMILES: [O:1]([CH2:8][CH2:9][CH2:10]Cl)[C:2]1[CH:7]=[CH:6][CH:5]=[CH:4][CH:3]=1.[I-].[Na+].[NH:14]1[CH2:19][CH2:18][NH:17][CH2:16][CH2:15]1>C(C(C)=O)C>[O:1]([CH2:8][CH2:9][CH2:10][N:14]1[CH2:19][CH2:18][NH:17][CH2:16][CH2:15]1)[C:2]1[CH:7]=[CH:6][CH:5]=[CH:4][CH:3]=1 |f:1.2|. Procedure: A mixture of 3-phenoxy-1-chloro-propane (1 mole), sodium iodide (1 mole) and anhydrous piperazine (4 moles) is added to methyl ethyl ketone (1000 ml). The mixture is refluxed during 24 hours, with stirring. The solvent is removed in vacuo over a water-bath and the residue is poured over water. The aqueous phase is extracted with methylene chloride and then washed twice with water. The solvent is removed and the residual oil is distilled. B.p. = 115° C./0.05 mm Hg. The reactants are O=C([O-])[O-], COC(=O)Oc1cc(O)c(F)cc1C, CO, Cl, [K+], [K+]. Product: Cc1cc(F)c(O)cc1O. As a reaction SMILES: [C:1](=[O:2])([O-:3])[O-:4].[C:7]([O:8][c:9]1[c:10]([CH3:17])[cH:11][c:12]([F:16])[c:13]([OH:15])[cH:14]1)(=[O:18])[O:19][CH3:20].[CH3:22][OH:23].[ClH:21].[K+:5].[K+:6]>>[OH:8][c:9]1[c:10]([CH3:17])[cH:11][c:12]([F:16])[c:13]([OH:15])[cH:14]1. The reactants are ClC(Cl)(OC(OC(Cl)(Cl)Cl)=O)Cl (Triphosgene), NC1=C(C(=O)NC2CC2)C=CC=C1Br (2-amino-3-bromo-N-cyclopropylbenzamide). The solvent is C(Cl)Cl (DCM). Reaction conditions: time 17 hour. The product is BrC=1C=CC=C2C(N(C(NC12)=O)C1CC1)=O (8-bromo-3-cyclopropylquinazoline-2,4(1H,3H)-dione). Isolated yield 249.8%. Reaction SMILES: Cl[C:2](Cl)([O:4]C(=O)OC(Cl)(Cl)Cl)Cl.[NH2:13][C:14]1[C:25]([Br:26])=[CH:24][CH:23]=[CH:22][C:15]=1[C:16]([NH:18][CH:19]1[CH2:21][CH2:20]1)=[O:17]>C(Cl)Cl>[Br:26][C:25]1[CH:24]=[CH:23][CH:22]=[C:15]2[C:14]=1[NH:13][C:2](=[O:4])[N:18]([CH:19]1[CH2:20][CH2:21]1)[C:16]2=[O:17]. Procedure details: Triphosgene (Sigma-Aldrich; 2.79 g, 9.41 mmol) was added to a solution of 2-amino-3-bromo-N-cyclopropylbenzamide (723a; 6.00 g, 23.52 mmol) in DCM (235 mL) at RT. The mixture was heated to reflux and stirred overnight (17 h). The mixture turned cloudy upon heating. The next morning the reaction mixture was cooled and concentrated to afford 8-bromo-3-cyclopropylquinazoline-2,4(1H,3H)-dione (723b; 6.61 g, 23.51 mmol, 100% yield) as a pale yellow solid. 1H NMR (400 MHz, CDCl3) δ ppm 8.09 (d, J=8.02... Reactants: COC(CC1=CC(=CC=C1)CN(S(=O)(=O)C1=C(C=CC=C1)[N+](=O)[O-])C1CN(CC1)C=1SC2=C(N1)C=CC(=C2)Cl)=O ([3-[[[1-(6-chlorobenzothiazole-2-yl)pyrrolidine-3-yl]-(2-nitrobenzensulphonyl)amino]methyl]phenyl]acetic acid methyl ester), SCC(=O)O (mercaptoacetic acid), C1CCC2=NCCCN2CC1 (1,8-diazabicyclo[5,4,0]-7-undecene), CN(C=O)C (dimethylformamide). Solvent: O (water). Run at time 1 hour. Product: COC(CC1=CC(=CC=C1)CNC1CN(CC1)C=1SC2=C(N1)C=CC(=C2)Cl)=O ([3-[[1-(6-chlorobenzothiazole-2-yl)pyrrolidine-3-ylamino]methyl]phenyl]acetic acid methyl ester). Isolated yield 71.6%. As a reaction SMILES: [CH3:1][O:2][C:3](=[O:40])[CH2:4][C:5]1[CH:10]=[CH:9][CH:8]=[C:7]([CH2:11][N:12]([CH:25]2[CH2:29][CH2:28][N:27]([C:30]3[S:31][C:32]4[CH:38]=[C:37]([Cl:39])[CH:36]=[CH:35][C:33]=4[N:34]=3)[CH2:26]2)S(C2C=CC=CC=2[N+]([O-])=O)(=O)=O)[CH:6]=1.SCC(O)=O.C1CCN2C(=NCCC2)CC1.CN(C)C=O>O>[CH3:1][O:2][C:3](=[O:40])[CH2:4][C:5]1[CH:10]=[CH:9][CH:8]=[C:7]([CH2:11][NH:12][CH:25]2[CH2:29][CH2:28][N:27]([C:30]3[S:31][C:32]4[CH:38]=[C:37]([Cl:39])[CH:36]=[CH:35][C:33]=4[N:34]=3)[CH2:26]2)[CH:6]=1. Procedure: A mixture of [3-[[[1-(6-chlorobenzothiazole-2-yl)pyrrolidine-3-yl]-(2-nitrobenzensulphonyl)amino]methyl]phenyl]acetic acid methyl ester (412 mg), mercaptoacetic acid (95 mL), 1,8-diazabicyclo[5,4,0]-7-undecene (4 mL) and dimethylformamide (4 mL) was stirred at room temperature for 1 hour. To the reaction solution was added water and extracted with ethyl acetate. The organic layer was washed with water and brine, and dried over sodium sulphate. The solvent was evaporated under reduced pressure an... Reactants: C1(=CC=CC=C1)C1(CCCC1)C(=O)O (1-phenylcyclopentanecarboxylic acid), FC(C=1C=C(CN2C[C@H]3[C@@H](C2)[C@H](CC3)N)C=CC1)(F)F ((3aS*,4S*,6aR*)-2-(3-(trifluoromethyl)benzyl)octahydrocyclopenta[c]pyrrol-4-amine), C(C1=CC=CC=C1)N1C[C@H]2[C@@H](C1)C(CC2)N ((3aS*,6aR*)-2-benzyloctahydrocyclopenta[c]pyrrol-4-amine). Product: FC(C=1C=C(CN2C[C@H]3[C@@H](C2)[C@H](CC3)NC(=O)C3CCCCC3)C=CC1)(F)F (N-{(3aS*,4S*,6aR*)-2-[3-(trifluoromethyl)benzyl]octahydrocyclopenta[c]pyrrol-4-yl}cyclohexanecarboxamide). RXN SMILES: C1(C2(C(O)=[O:13])CCCC2)C=CC=CC=1.[F:15][C:16]([F:34])([F:33])[C:17]1[CH:18]=[C:19]([CH:30]=[CH:31][CH:32]=1)[CH2:20][N:21]1[CH2:25][C@H:24]2[C@@H:26]([NH2:29])[CH2:27][CH2:28][C@H:23]2[CH2:22]1.[CH2:35](N1C[C@H]2C(N)CC[C@H]2C1)[C:36]1[CH:41]=[CH:40][CH:39]=[CH:38][CH:37]=1>>[F:34][C:16]([F:33])([F:15])[C:17]1[CH:18]=[C:19]([CH:30]=[CH:31][CH:32]=1)[CH2:20][N:21]1[CH2:25][C@H:24]2[C@@H:26]([NH:29][C:35]([CH:36]3[CH2:41][CH2:40][CH2:39][CH2:38][CH2:37]3)=[O:13])[CH2:27][CH2:28][C@H:23]2[CH2:22]1. Reported procedure: The title compound was prepared by substituting cyclohexanecarboxylic acid for 1-phenylcyclopentanecarboxylic acid and (3aS*,4S*,6aR*)-2-(3-(trifluoromethyl)benzyl)octahydrocyclopenta[c]pyrrol-4-amine from Example 122 Step E for (3aS*,6aR*)-2-benzyloctahydrocyclopenta[c]pyrrol-4-amine in the procedure described for Example 1: 1H NMR (500 MHz, pyridine-d5) δ ppm 7.74 (d, J=6.1, 1H), 7.71 (s, 1H), 7.62 (d, J=7.7, 1H), 7.57 (d, J=9.2, 1H), 7.47 (t, J=7.7, 1H), 4.48-4.41 (m, 1H), 3.53 (d, J=13.2, 1H... Starting materials: CuBr, Br (HBr), ice, CCOC(=O)C (EtOAc), COC=1C=C2C=CC=NC2=C(C1)N (6-methoxy-quinolin-8-yl-amine), O (H2O), Br (HBr). Run at temperature 0 celsius, time 15 minute. Yields the product BrC=1C=C(C=C2C=CC=NC12)OC (8-Bromo-6-methoxyquinoline). Yield: 61.0%. As a reaction SMILES: [CH3:1][O:2][C:3]1[CH:4]=[C:5]2[C:10](=[C:11](N)[CH:12]=1)[N:9]=[CH:8][CH:7]=[CH:6]2.O.CCOC(C)=O.[BrH:21]>>[Br:21][C:11]1[CH:12]=[C:3]([O:2][CH3:1])[CH:4]=[C:5]2[C:10]=1[N:9]=[CH:8][CH:7]=[CH:6]2. Reported procedure: To 5.05 g (29.0 mmol) 6-methoxy-quinolin-8-yl-amine in 25 mL of 48% HBr at 0° C. is added a solution of 2.60 g (37.7 mmol) and 20 mL H2O. After stirring at 0° C. for 15 min, the resulting mixture is added dropwise to a 75° C. solution of 5.0 g (34.8 mmol) CuBr and 60 mL of 48% HBr. After 5.5 h, the reaction mixture is neutralized with 150 mL of ice cold 5N NaOH, the resulting mixture is stirred with 300 mL EtOAc and filtered through a pad of celite. This mixture is extracted 2×100 mL EtOAc, and ...